From a dataset of the Open Reaction Database (ORD), a public repository of structured organic reaction records. describe an organic reaction: reactants, conditions, products, and yield Reactants: C[Si](C#CCOC1OCCCC1)(C)C (trimethyl-[3-(tetrahydro-pyran-2-yloxy)-prop-1-ynyl]-silane), C(=O)=O (dry ice), [Li]C(C)(C)C (t-BuLi), CCCCC (pentane), alk-2-en-1-ol, [NH4+].[Cl-] (NH4Cl), C(=O)=O (dry ice). The solvent is C1CCOC1 (THF), C1CCOC1 (THF). Yields the product trimethyl(6-alk-3-(tetrahydro-2H-pyran-2-yloxy)hex-5-en-1-ynyl)silane, C1(=CC=CC=C1)/C=C/CC(C#C[SiH3])OC1OCCCC1 ((E)-(6-phenyl-3-(tetrahydro-2H-pyran-2-yloxy)hex-5-en-1-ynyl)silane). Reaction SMILES: C[Si:2](C)(C)[C:3]#[C:4][CH2:5][O:6][CH:7]1[CH2:12][CH2:11][CH2:10][CH2:9][O:8]1.[Li][C:16](C)([CH3:18])[CH3:17].[C:20](=O)=O.[NH4+].[Cl-].[CH3:25][CH2:26][CH2:27][CH2:28][CH3:29]>C1COCC1>[C:27]1(/[CH:17]=[CH:16]/[CH2:18][CH:5]([O:6][CH:7]2[CH2:12][CH2:11][CH2:10][CH2:9][O:8]2)[C:4]#[C:3][SiH3:2])[CH:28]=[CH:29][CH:20]=[CH:25][CH:26]=1 |f:3.4|. Reported procedure: A heat dried 250 mL three next round bottom flask was equipped with stir bar, thermometer, septum and nitrogen inlet. This flask was then charged with trimethyl-[3-(tetrahydro-pyran-2-yloxy)-prop-1-ynyl]-silane, (30 mmol) and dry THF, (40 mL). The mixture was cooled using a dry ice/acetone bath and t-BuLi, (1.7 M in pentane, 19 mL, 33 mmol) was added dropwise, keeping the internal temperature below −60° C. The mixture was held in the dry ice bath for 1 h and then the alk-2-en-1-ol (i.e., cinnamy... Reactants: O.NN (hydrazine hydrate), ClC1=CC=C(C(=S)SCC(=O)O)C=C1 ((4-chloro-thiobenzoylsulfanyl)-acetic acid), C(C)(=O)O (acetic acid). Run in C(Cl)Cl (CH2Cl2), [OH-].[Na+] (NaOH). The product is ClC1=CC=C(C(=S)NN)C=C1 (4-chloro-thiobenzoic acid hydrazide). As a reaction SMILES: [Cl:1][C:2]1[CH:14]=[CH:13][C:5]([C:6](SCC(O)=O)=[S:7])=[CH:4][CH:3]=1.O.[NH2:16][NH2:17].C(O)(=O)C>[OH-].[Na+].C(Cl)Cl>[Cl:1][C:2]1[CH:14]=[CH:13][C:5]([C:6]([NH:16][NH2:17])=[S:7])=[CH:4][CH:3]=1 |f:1.2,4.5|. Procedure details: To a mixture of (4-chloro-thiobenzoylsulfanyl)-acetic acid (8.31 mmol) in 9 mL of NaOH (1N) is added hydrazine hydrate (36.7 mL). Glacial acetic acid (2.7 mL) is then added to the solution and the mixture is vigorously stirred. The reaction mixture is diluted with CH2Cl2 and the organic layer dried over MgSO4 to yield 4-chloro-thiobenzoic acid hydrazide: LC/MS (ES+) 186.9 (M+1)+. Starting materials: FC(C=1C=C(C=CC1)C1=NOC(=C1)C1=C(C(=O)OC)C=CC=C1)(F)F (methyl 2-[3-(3-trifluoromethylphenyl)-5-isoxazolyl]benzoate), C(C)(=O)O (acetic acid), Cl (HCl). Run in O (water). The product is FC(C=1C=C(C=CC1)C1=NOC(=C1)C1=C(C(=O)O)C=CC=C1)(F)F (2-[3-(3-Trifluoromethylphenyl)-5-Isoxazolyl]Benzoic Acid). Yield: 65.0%. Reaction SMILES: [F:1][C:2]([F:25])([F:24])[C:3]1[CH:4]=[C:5]([C:9]2[CH:13]=[C:12]([C:14]3[CH:23]=[CH:22][CH:21]=[CH:20][C:15]=3[C:16]([O:18]C)=[O:17])[O:11][N:10]=2)[CH:6]=[CH:7][CH:8]=1.C(O)(=O)C.Cl>O>[F:25][C:2]([F:1])([F:24])[C:3]1[CH:4]=[C:5]([C:9]2[CH:13]=[C:12]([C:14]3[CH:23]=[CH:22][CH:21]=[CH:20][C:15]=3[C:16]([OH:18])=[O:17])[O:11][N:10]=2)[CH:6]=[CH:7][CH:8]=1. Procedure: A solution of 6.20 g of methyl 2-[3-(3-trifluoromethylphenyl)-5-isoxazolyl]benzoate, 75 ml. of acetic acid, and 50 ml. of concentrated HCl was held at reflux for 4 hours, cooled, and poured into 450 ml. of cold water. The resultant solid was recrystallized from CH3CN to give 3.87 g of solid, mp 176°-177° C. The reactants are COc1ccc(S(=O)(=O)c2sc3ccc(Cl)cc3c2C)nn1, Cl, C1COCCO1. Yields the product Cc1c(S(=O)(=O)c2ccc(=O)[nH]n2)sc2ccc(Cl)cc12. Reaction SMILES: [CH3:1][O:2][c:3]1[n:4][n:5][c:6]([S:9](=[O:10])(=[O:11])[c:12]2[s:13][c:14]3[c:15]([c:16]2[CH3:17])[cH:18][c:19]([Cl:22])[cH:20][cH:21]3)[cH:7][cH:8]1.[ClH:23].[O:24]1[CH2:25][CH2:26][O:27][CH2:28][CH2:29]1>>[O:2]=[c:3]1[nH:4][n:5][c:6]([S:9](=[O:10])(=[O:11])[c:12]2[s:13][c:14]3[c:15]([c:16]2[CH3:17])[cH:18][c:19]([Cl:22])[cH:20][cH:21]3)[cH:7][cH:8]1. Starting materials: [Al+3].[Cl-].[Cl-].[Cl-] (AlCl3), FC1=CC=CC=C1 (fluorobenzene), FC1=CC=C(C=C1)CC(=O)O (2-(4-fluorophenyl)acetic acid). Solvent: C(Cl)Cl (DCM), O=S(Cl)Cl (SOCl2). Conditions: time 2 hour. The product is FC1=CC=C(C=C1)C(CC1=CC=C(C=C1)F)=O (1,2-bis(4-fluorophenyl)ethanone). RXN SMILES: [F:1][C:2]1[CH:7]=[CH:6][C:5]([CH2:8][C:9]([OH:11])=O)=[CH:4][CH:3]=1.[Al+3].[Cl-].[Cl-].[Cl-].[F:16][C:17]1[CH:22]=[CH:21][CH:20]=[CH:19][CH:18]=1>O=S(Cl)Cl.C(Cl)Cl>[F:16][C:17]1[CH:22]=[CH:21][C:20]([C:9](=[O:11])[CH2:8][C:5]2[CH:4]=[CH:3][C:2]([F:1])=[CH:7][CH:6]=2)=[CH:19][CH:18]=1 |f:1.2.3.4|. Procedure: A solution of 2-(4-fluorophenyl)acetic acid (5.0 g, 32.5 mmol, 1.00 equiv) in SOCl2 (30 mL) was heated for 3 hr at reflux in a 50-mL round-bottom flask. Most of SOCl2 was removed under vacuum, and the residue was added dropwise into a solution of AlCl3 (12.8 g, 96.2 mmol, 3.00 equiv) and fluorobenzene (6.1 g, 63.54 mmol, 2.00 equiv) in DCM (20 mL) at 0° C. The resulting solution was allowed to react, with stirring, for 2 hrs at room temperature. Starting materials: C(C1=CC=CC=C1)OC1=C2CCCC(C2=CC=C1)C(=O)O (5-benzyloxy-1,2,3,4-tetrahydronaphthalene-1-carboxylic acid), COC1=NC(=CC=C1CNC1=CC=C(C=C1)C(C)C)OC ([(2,6-dimethoxypyridin-3-yl)methyl](4-isopropylphenyl)amine). Product: C(C1=CC=CC=C1)OC1=C2CCCC(C2=CC=C1)C(=O)N(C1=CC=C(C=C1)C(C)C)CC=1C(=NC(=CC1)OC)OC (5-benzyloxy-N-[(2,6-dimethoxypyridin-3-yl)methyl]-N-(4-isopropylphenyl)-1,2,3,4-tetrahydronaphthalene-1-carboxamide). The yield is 86.7%. RXN SMILES: [CH2:1]([O:8][C:9]1[CH:18]=[CH:17][CH:16]=[C:15]2[C:10]=1[CH2:11][CH2:12][CH2:13][CH:14]2[C:19]([OH:21])=O)[C:2]1[CH:7]=[CH:6][CH:5]=[CH:4][CH:3]=1.[CH3:22][O:23][C:24]1[C:29]([CH2:30][NH:31][C:32]2[CH:37]=[CH:36][C:35]([CH:38]([CH3:40])[CH3:39])=[CH:34][CH:33]=2)=[CH:28][CH:27]=[C:26]([O:41][CH3:42])[N:25]=1>>[CH2:1]([O:8][C:9]1[CH:18]=[CH:17][CH:16]=[C:15]2[C:10]=1[CH2:11][CH2:12][CH2:13][CH:14]2[C:19]([N:31]([CH2:30][C:29]1[C:24]([O:23][CH3:22])=[N:25][C:26]([O:41][CH3:42])=[CH:27][CH:28]=1)[C:32]1[CH:37]=[CH:36][C:35]([CH:38]([CH3:40])[CH3:39])=[CH:34][CH:33]=1)=[O:21])[C:2]1[CH:3]=[CH:4][CH:5]=[CH:6][CH:7]=1. Reported procedure: By the reaction and treatment in the same manner as in Example 12 using 5-benzyloxy-1,2,3,4-tetrahydronaphthalene-1-carboxylic acid (0.42 g) and [(2,6-dimethoxypyridin-3-yl)methyl](4-isopropylphenyl)amine (0.43 g) as starting materials, 5-benzyloxy-N-[(2,6-dimethoxypyridin-3-yl)methyl]-N-(4-isopropylphenyl)-1,2,3,4-tetrahydronaphthalene-1-carboxamide (0.71 g) was obtained.